This data is from the Open Reaction Database (ORD), a public repository of structured organic reaction records. The task is: describe an organic reaction: reactants, conditions, products, and yield Starting materials: CCCc1c(CNC)ccc2ccccc12, CNCc1sc2ccccc2c1C, Cl, Nc1ccc(C=CC(=O)O)cn1. Yields the product Cc1c(CN(C)C(=O)C=Cc2ccc(N)nc2)sc2ccccc12. As a reaction SMILES: [CH3:14][NH:15][CH2:16][c:17]1[cH:18][cH:19][c:20]2[c:21]([cH:22][cH:23][cH:24][cH:25]2)[c:26]1[CH2:27][CH2:28][CH3:29].[CH3:1][NH:2][CH2:3][c:4]1[c:5]([CH3:13])[c:6]2[c:7]([s:8]1)[cH:9][cH:10][cH:11][cH:12]2.[ClH:30].[NH2:31][c:32]1[cH:33][cH:34][c:35]([CH:38]=[CH:39][C:40](=[O:41])[OH:42])[cH:36][n:37]1>>[CH3:1][N:2]([CH2:3][c:4]1[c:5]([CH3:13])[c:6]2[c:7]([s:8]1)[cH:9][cH:10][cH:11][cH:12]2)[C:40]([CH:39]=[CH:38][c:35]1[cH:34][cH:33][c:32]([NH2:31])[n:37][cH:36]1)=[O:42]. Starting materials: C(C)OC(CCN1C(=NC2=C1C=CC=C2)C(=O)N([C@@H]2CN(C[C@@H](C2)C(=O)N2CCOCC2)C(=O)OC(C)(C)C)CC(C)C)=O (tert-butyl(3S, 5R)-3-[{[1-(3-ethoxy-3-oxopropyl)-1H-benzimidazol-2-yl]carbonyl}(2-methylpropyl)amino]-5-(morpholin-4-ylcarbonyl)piperidine-1-carboxylate), [OH-].[Na+] (sodium hydroxide), Cl (hydrochloric acid). Run in C(C)O (ethanol). Conditions: time 3 day. Yields the product CC1=NOC(=N1)CCN1C(=NC2=C1C=CC=C2)C(=O)N([C@@H]2CN(C[C@@H](C2)C(=O)N2CCOCC2)C(=O)OC(C)(C)C)CC(C)C (tert-butyl(3S, 5R)-3-[({1-[2-(3-methyl-1,2,4-oxadiazol-5-yl)ethyl]-1H-benzimidazol-2-yl}carbonyl)(2-methylpropyl)amino]-5-(morpholin-4-ylcarbonyl)piperidine-1-carboxylate). The yield is 144.6%. As a reaction SMILES: C([O:3][C:4](=O)[CH2:5][CH2:6][N:7]1[C:11]2[CH:12]=[CH:13][CH:14]=[CH:15][C:10]=2[N:9]=[C:8]1[C:16]([N:18]([CH2:40][CH:41]([CH3:43])[CH3:42])[C@H:19]1[CH2:24][C@@H:23]([C:25]([N:27]2[CH2:32][CH2:31][O:30][CH2:29][CH2:28]2)=[O:26])[CH2:22][N:21]([C:33]([O:35][C:36]([CH3:39])([CH3:38])[CH3:37])=[O:34])[CH2:20]1)=[O:17])C.[OH-].[Na+].Cl>C(O)C>[CH3:16][C:8]1[N:9]=[C:4]([CH2:5][CH2:6][N:7]2[C:11]3[CH:12]=[CH:13][CH:14]=[CH:15][C:10]=3[N:9]=[C:8]2[C:16]([N:18]([CH2:40][CH:41]([CH3:43])[CH3:42])[C@H:19]2[CH2:24][C@@H:23]([C:25]([N:27]3[CH2:32][CH2:31][O:30][CH2:29][CH2:28]3)=[O:26])[CH2:22][N:21]([C:33]([O:35][C:36]([CH3:37])([CH3:38])[CH3:39])=[O:34])[CH2:20]2)=[O:17])[O:3][N:7]=1 |f:1.2|. Procedure details: To a solution of tert-butyl(3S, 5R)-3-[{[1-(3-ethoxy-3-oxopropyl)-1H-benzimidazol-2-yl]carbonyl}(2-methylpropyl)amino]-5-(morpholin-4-ylcarbonyl)piperidine-1-carboxylate (260 mg) in ethanol (5 ml) was added 2M aqueous sodium hydroxide solution (1.06 ml), and the mixture was stirred at room temperature for 3 days. The reaction mixture was adjusted to pH 7 with 1M hydrochloric acid, and extracted with ethyl acetate. The extract was washed with saturated brine, and dried over anhydrous sodium sulfa... Reaction SMILES: CC1(C)C(C)(C)OB([C:9]2[NH:17][C:16]3[CH2:15][CH2:14][NH:13][C:12](=[O:18])[C:11]=3[CH:10]=2)O1.[C:20]([NH:24][C:25]1[N:30]=[C:29]2[C:31](Cl)=[N:32][CH:33]=[CH:34][C:28]2=[N:27][C:26]=1[CH3:36])([CH3:23])([CH3:22])[CH3:21].O.CC(C1C=C(C(C)C)C(C2C=CC=CC=2P(C2CCCCC2)C2CCCCC2)=C(C(C)C)C=1)C>O1CCOCC1.C(Cl)(Cl)Cl.CC(O)C.C1C=CC(/C=C/C(/C=C/C2C=CC=CC=2)=O)=CC=1.C1C=CC(/C=C/C(/C=C/C2C=CC=CC=2)=O)=CC=1.C1C=CC(/C=C/C(/C=C/C2C=CC=CC=2)=O)=CC=1.[Pd].[Pd]>[C:20]([NH:24][C:25]1[N:30]=[C:29]2[C:31]([C:9]3[NH:17][C:16]4[CH2:15][CH2:14][NH:13][C:12](=[O:18])[C:11]=4[CH:10]=3)=[N:32][CH:33]=[CH:34][C:28]2=[N:27][C:26]=1[CH3:36])([CH3:23])([CH3:22])[CH3:21] |f:5.6,7.8.9.10.11|. Reagents/catalysts: C=1C=CC(=CC1)/C=C/C(=O)/C=C/C2=CC=CC=C2.C=1C=CC(=CC1)/C=C/C(=O)/C=C/C2=CC=CC=C2.C=1C=CC(=CC1)/C=C/C(=O)/C=C/C2=CC=CC=C2.[Pd].[Pd] (Pd2dba3). Yields the product C(C)(C)(C)NC1=C(N=C2C(=N1)C(=NC=C2)C2=CC=1C(NCCC1N2)=O)C (2-(3-(tert-butylamino)-2-methylpyrido[3,4-b]pyrazin-5-yl)-6,7-dihydro-1H-pyrrolo[3,2-c]pyridin-4(5H)-one). Conditions: temperature 100 celsius. The solvent is C(Cl)(Cl)Cl.CC(C)O (CHCl3 iPrOH), O1CCOCC1 (1,4-Dioxane). Procedure details: A glass microwave reaction vessel was charged with 2-(4,4,5,5-tetramethyl-1,3,2-dioxaborolan-2-yl)-6,7-dihydro-1H-pyrrolo[3,2-c]pyridin-4(5H)-one (609) (31 mg, 0.12 mmol) and N-(tert-butyl)-5-chloro-2-methylpyrido[3,4-b]pyrazin-3-amine (15 mg, 0.06 mmol) in 1,4-Dioxane (0.8 mL)/Water (0.2 mL) followed by Xphos (2.8 mg, 6.0 μmol) (Sigma Aldich), Pd2dba3 (2.7 mg, 3.0 μmol) (Strem) and K2PO4 (38 mg, 0.18 mmol) (Sigma Aldich). The reaction mixture was stirred and heated in an Initiator microwave rea... Yield: 23.3%. The reactants are CC(C)C1=CC(=C(C(=C1)C(C)C)C2=C(C=CC=C2)P(C3CCCCC3)C4CCCCC4)C(C)C (Xphos), K2PO4, CC1(OB(OC1(C)C)C1=CC=2C(NCCC2N1)=O)C (2-(4,4,5,5-tetramethyl-1,3,2-dioxaborolan-2-yl)-6,7-dihydro-1H-pyrrolo[3,2-c]pyridin-4(5H)-one), C(C)(C)(C)NC1=C(N=C2C(=N1)C(=NC=C2)Cl)C (N-(tert-butyl)-5-chloro-2-methylpyrido[3,4-b]pyrazin-3-amine), O (Water). Starting materials: C1COCCN1, CC(C)CCNC(=O)n1ccc2cc(Oc3ccnc(NC(=O)N4CCC(N5CCCC5)CC4)c3)ccc21, CN(C)C=O, CC(C)CCNC(=O)n1ccc2cc(Oc3ccnc(NC(=O)Oc4ccccc4)c3)ccc21. The product is CC(C)CCNC(=O)n1ccc2cc(Oc3ccnc(NC(=O)N4CCOCC4)c3)ccc21. As a reaction SMILES: [CH2:1]1[CH2:2][O:3][CH2:4][CH2:5][NH:6]1.[CH3:41][CH:42]([CH3:43])[CH2:44][CH2:45][NH:46][C:47]([n:48]1[c:49]2[c:50]([cH:51][c:52]([O:53][c:54]3[cH:55][cH:56][n:57][c:58]([NH:59][C:60]([N:61]4[CH2:62][CH2:63][CH:64]([N:65]5[CH2:66][CH2:67][CH2:68][CH2:69]5)[CH2:70][CH2:71]4)=[O:72])[cH:73]3)[cH:74][cH:75]2)[cH:76][cH:77]1)=[O:78].[CH3:79][N:80]([CH3:81])[CH:82]=[O:83].[CH3:7][CH:8]([CH2:9][CH2:10][NH:11][C:12](=[O:13])[n:14]1[cH:15][cH:16][c:17]2[cH:18][c:19]([O:23][c:24]3[cH:25][c:26]([NH:30][C:31]([O:32][c:34]4[cH:35][cH:36][cH:37][cH:38][cH:39]4)=[O:33])[n:27][cH:28][cH:29]3)[cH:20][cH:21][c:22]12)[CH3:40]>>[CH2:1]1[CH2:2][O:3][CH2:4][CH2:5][N:6]1[C:31]([NH:30][c:26]1[cH:25][c:24]([O:23][c:19]2[cH:18][c:17]3[cH:16][cH:15][n:14]([C:12]([NH:11][CH2:10][CH2:9][CH:8]([CH3:7])[CH3:40])=[O:13])[c:22]3[cH:21][cH:20]2)[cH:29][cH:28][n:27]1)=[O:32]. The reactants are N(N)CCO (2-hydrazinylethanol), ClC1=CC=C(C=C1)C1C(C(C(N1C1=CN(C(C(=C1)C)=O)C)=O)=O)C(CC)=O (5-(4-chlorophenyl)-1-(1,5-dimethyl-6-oxo-1,6-dihydropyridin-3-yl)-4-propionylpyrrolidine-2,3-dione), S(N)(O)(=O)=O (sulfamic acid), CC(=O)O (AcOH). Run in CO (MeOH), CO (MeOH). Run at temperature 90 celsius. Product: ClC1=CC=C(C=C1)C1N(C(C=2N(N=C(C21)CC)CCO)=O)C2=CN(C(C(=C2)C)=O)C (4-(4-chlorophenyl)-5-(1,5-dimethyl-6-oxo-1,6-dihydropyridin-3-yl)-3-ethyl-1-(2-hydroxyethyl)-4,5-dihydropyrrolo[3,4-c]pyrazol-6(1H)-one). Yield: 45.0%. As a reaction SMILES: [NH:1]([CH2:3][CH2:4][OH:5])[NH2:2].[Cl:6][C:7]1[CH:12]=[CH:11][C:10]([CH:13]2[N:17]([C:18]3[CH:23]=[C:22]([CH3:24])[C:21](=[O:25])[N:20]([CH3:26])[CH:19]=3)[C:16](=[O:27])[C:15](=O)[CH:14]2[C:29](=O)[CH2:30][CH3:31])=[CH:9][CH:8]=1.CC(O)=O.S(=O)(=O)(O)N>CO>[Cl:6][C:7]1[CH:12]=[CH:11][C:10]([CH:13]2[C:14]3[C:29]([CH2:30][CH3:31])=[N:2][N:1]([CH2:3][CH2:4][OH:5])[C:15]=3[C:16](=[O:27])[N:17]2[C:18]2[CH:23]=[C:22]([CH3:24])[C:21](=[O:25])[N:20]([CH3:26])[CH:19]=2)=[CH:9][CH:8]=1. Procedure details: To a solution of 2-hydrazinylethanol (76 mg, 1.0 mmol) in MeOH (2 mL) was added 5-(4-chlorophenyl)-1-(1,5-dimethyl-6-oxo-1,6-dihydropyridin-3-yl)-4-propionylpyrrolidine-2,3-dione (Step 60.1) (204 mg, 0.5 mmol) and the reaction mixture was heated for 1 hr at 70° C. and for 0.5 hr at 90° C. in the MW. The volume of MeOH was reduced to 1 mL and AcOH (2 mL) and sulfamic acid (97 mg, 1.0 mmol) were added. The reaction mixture was heated for 1 h at 110° C. in the MW. The reaction mixture was concentra... Starting materials: C(C)(C)(C)C1=C(C=C(C=C1)[N+](=O)[O-])NC(CN(C)C)=O (N-(2-tert-Butyl-5-nitro-phenyl)-2-dimethylamino-acetamide). Run in O1CCOCC1 (1,4-dioxane), CCO (EtOH). Product: [NH4+].[OH-] (NH4OH), NC=1C=CC(=C(C1)NC(CN(C)C)=O)C(C)(C)C (N-(5-amino-2-tert-butyl-phenyl)-2-dimethylamino-acetamide). Reaction SMILES: [C:1]([C:5]1[CH:10]=[CH:9][C:8]([N+:11]([O-])=[O:12])=[CH:7][C:6]=1[NH:14][C:15](=[O:20])[CH2:16][N:17]([CH3:19])[CH3:18])([CH3:4])([CH3:3])[CH3:2]>CCO.O1CCOCC1>[NH4+:11].[OH-:12].[NH2:11][C:8]1[CH:9]=[CH:10][C:5]([C:1]([CH3:4])([CH3:3])[CH3:2])=[C:6]([NH:14][C:15](=[O:20])[CH2:16][N:17]([CH3:18])[CH3:19])[CH:7]=1 |f:3.4|. Reported procedure: N-(2-tert-Butyl-5-nitro-phenyl)-2-dimethylamino-acetamide (25.8 g, 92 mmol) was dissolved in EtOH (1.4 L) and 1,4-dioxane (200 mL). The solution was degassed under vacuum with stirring. 10% Pd/C (2.5 g) was added (as a slurry in EtOH). The mixture was degassed again, then the reaction vessel was charged with H2 gas (balloon) and stirred overnight at RT. The reaction was filtered through Celite® with MeOH and the filtrate was concentrated under reduced pressure. The recovered material was eluted ... Yields the product CC(C)NCC1CN(C(=O)OC(C)(C)C)CC1CN(C(=O)Cc1ccccc1)C1CC1. RXN SMILES: [C:1]([CH3:2])([CH3:3])([CH3:4])[O:5][C:6](=[O:7])[N:8]1[CH2:9][CH:10]([CH2:27][N:28]([C:29]([CH2:30][c:31]2[cH:32][cH:33][cH:34][cH:35][cH:36]2)=[O:37])[CH:38]2[CH2:39][CH2:40]2)[CH:11]([CH2:13][N:14]([C:15]([O:16][CH2:17][CH2:18][Si:19]([CH3:20])([CH3:21])[CH3:22])=[O:23])[CH:24]([CH3:25])[CH3:26])[CH2:12]1.[CH2:45]([N+:46]([CH2:47][CH2:48][CH2:49][CH3:50])([CH2:51][CH2:52][CH2:53][CH3:54])[CH2:55][CH2:56][CH2:57][CH3:58])[CH2:59][CH2:60][CH3:61].[CH3:62][C:63]#[N:64].[F-:44].[OH2:41].[OH2:42].[OH2:43]>>[C:1]([CH3:2])([CH3:3])([CH3:4])[O:5][C:6](=[O:7])[N:8]1[CH2:9][CH:10]([CH2:27][N:28]([C:29]([CH2:30][c:31]2[cH:32][cH:33][cH:34][cH:35][cH:36]2)=[O:37])[CH:38]2[CH2:39][CH2:40]2)[CH:11]([CH2:13][NH:14][CH:24]([CH3:25])[CH3:26])[CH2:12]1. Starting materials: CC(C)N(CC1CN(C(=O)OC(C)(C)C)CC1CN(C(=O)Cc1ccccc1)C1CC1)C(=O)OCC[Si](C)(C)C, CCCC[N+](CCCC)(CCCC)CCCC, CC#N, [F-], O, O, O.